Task: describe an organic reaction: reactants, conditions, products, and yield. Dataset: the Open Reaction Database (ORD), a public repository of structured organic reaction records Reactants: CC(C)(C)OC(=O)N(Cc1cccc(Cl)c1)Cc1ccc2c(c1)NC(=O)C1CCCC21, COc1ccc(P2(=S)SP(=S)(c3ccc(OC)cc3)S2)cc1, COCCOC. Yields the product CC(C)(C)OC(=O)N(Cc1cccc(Cl)c1)Cc1ccc2c(c1)NC(=S)C1CCCC21. RXN SMILES: [C:1]([CH3:2])([CH3:3])([CH3:4])[O:5][C:6](=[O:7])[N:8]([CH2:9][c:10]1[cH:11][c:12]([Cl:16])[cH:13][cH:14][cH:15]1)[CH2:17][c:18]1[cH:19][cH:20][c:21]2[c:26]([cH:27]1)[NH:25][C:24](=[O:28])[CH:23]1[CH:22]2[CH2:31][CH2:30][CH2:29]1.[CH3:32][O:33][c:34]1[cH:35][cH:36][c:37]([P:38]2(=[S:41])[S:39][P:40]([c:42]3[cH:43][cH:44][c:45]([O:46][CH3:47])[cH:48][cH:49]3)(=[S:50])[S:51]2)[cH:52][cH:53]1.[CH3:54][O:55][CH2:56][CH2:57][O:58][CH3:59]>>[C:1]([CH3:2])([CH3:3])([CH3:4])[O:5][C:6](=[O:7])[N:8]([CH2:9][c:10]1[cH:11][c:12]([Cl:16])[cH:13][cH:14][cH:15]1)[CH2:17][c:18]1[cH:19][cH:20][c:21]2[c:26]([cH:27]1)[NH:25][C:24](=[S:41])[CH:23]1[CH:22]2[CH2:31][CH2:30][CH2:29]1. The reactants are C1(CC1)C1=NC2=C(N1C)C=C(C=C2)N2C(C=C(C=C2)O)=O (1-(2-cyclopropyl-1-methyl-1H-benzimidazol-6-yl)-4-hydroxypyridin-2(1H)-one), ClC1=CC=C(S1)CO ((5-chloro-2-thienyl)methanol), C(CCC)P(CCCC)CCCC (tributylphosphine), N(=NC(=O)N1CCCCC1)C(=O)N1CCCCC1 (1,1′-(azodicarbonyl)dipiperidine). The solvent is C1CCOC1 (THF). Run at temperature 60 celsius, time 4 hour. The product is ClC1=CC=C(S1)COC1=CC(N(C=C1)C=1C=CC2=C(N(C(=N2)C2CC2)C)C1)=O (4-((5-Chloro-2-thienyl)methoxy)-1-(2-cyclopropyl-1-methyl-1H-benzimidazol-6-yl)pyridin-2(1H)-one). Isolated yield 32.8%. As a reaction SMILES: [CH:1]1([C:4]2[N:8]([CH3:9])[C:7]3[CH:10]=[C:11]([N:14]4[CH:19]=[CH:18][C:17]([OH:20])=[CH:16][C:15]4=[O:21])[CH:12]=[CH:13][C:6]=3[N:5]=2)[CH2:3][CH2:2]1.[Cl:22][C:23]1[S:27][C:26]([CH2:28]O)=[CH:25][CH:24]=1.C(P(CCCC)CCCC)CCC.N(C(N1CCCCC1)=O)=NC(N1CCCCC1)=O>C1COCC1>[Cl:22][C:23]1[S:27][C:26]([CH2:28][O:20][C:17]2[CH:18]=[CH:19][N:14]([C:11]3[CH:12]=[CH:13][C:6]4[N:5]=[C:4]([CH:1]5[CH2:2][CH2:3]5)[N:8]([CH3:9])[C:7]=4[CH:10]=3)[C:15](=[O:21])[CH:16]=2)=[CH:25][CH:24]=1. Procedure: To a solution of 1-(2-cyclopropyl-1-methyl-1H-benzimidazol-6-yl)-4-hydroxypyridin-2(1H)-one (150 mg), (5-chloro-2-thienyl)methanol (158 mg) and tributylphosphine (322 mg) in THF (15 ml) was added 1,1′-(azodicarbonyl)dipiperidine (401 mg). The mixture was stirred under sonication at 60° C. for 4 h. The reaction mixture was then cooled to room temperature, and concentrated in vacuo. The residue was diluted with DCM, and washed with water and brine, dried over Na2SO4 and concentrated in vacuo. The ... The reactants are CC(C)([O-])C.[K+] (potassium t-butoxide), C1(=CC=CC=C1)C(C)S (1-phenylethylmercaptan), ClCC#N (chloroacetonitrile), C(=S)=S (carbon disulfide). Solvent: O1CCCC1 (tetrahydrofuran). Reaction conditions: temperature 18 celsius, time 0.5 hour. The product is C(SCC#N)(SC(C1=CC=CC=C1)C)=S (Cyanomethyl α-Methylbenzyl Trithiocarbonate). Isolated yield 88.8%. As a reaction SMILES: CC(C)([O-])C.[K+].[C:7]1([CH:13]([SH:15])[CH3:14])[CH:12]=[CH:11][CH:10]=[CH:9][CH:8]=1.[C:16](=[S:18])=[S:17].Cl[CH2:20][C:21]#[N:22]>O1CCCC1>[C:16](=[S:18])([S:15][CH:13]([CH3:14])[C:7]1[CH:12]=[CH:11][CH:10]=[CH:9][CH:8]=1)[S:17][CH2:20][C:21]#[N:22] |f:0.1|. Procedure: To a solution of 5.6 g (50 mmol) of potassium t-butoxide in 100 ml of tetrahydrofuran is added 8.7 ml (8.94 g, 60 mmol) of 92% 1-phenylethylmercaptan while maintaining the temperature of the reaction mixture between 20° and 25° C. The resulting suspension is cooled to 18° C. and 4.35 ml (72 mmol) of carbon disulfide is added thereto. The yellow solution which forms is stirred for 0.5 hours and then 3.23 ml (50 mmol) of chloroacetonitrile is added while the temperature of the reaction mixture is ... Reaction conditions: time 20 hour. Starting materials: N([C@@H](CC(N)=O)C(=O)N[C@@H](CCCCNC(=O)OC(C)(C)C)C(=O)N[C@@H](CC1=CC=CC=C1)C(=O)N[C@@H](CC1=CNC=N1)C(=O)OC)C(=O)OCC1=CC=CC=C1 (Z-Asn-Lys(BOC)-Phe-His-OMe), O.NN (hydrazine hydrate). Reported procedure: 3.97 g of Z-Asn-Lys(BOC)-Phe-His-OMe are dissolved in 20 ml of boiling methanol. 2.5 ml of hydrazine hydrate are added to the solution whilst it is still at about 30° C. and the mixture is allowed to stand for 20 hours at room temperature. The peptide-hydrazide is precipitated by adding water, filtered off and washed with water until free of hydrazine. The product is reprecipitated from dimethylformamide-water. RXN SMILES: [NH:1]([C:48]([O:50][CH2:51][C:52]1[CH:57]=[CH:56][CH:55]=[CH:54][CH:53]=1)=[O:49])[C@H:2]([C:7]([NH:9][C@H:10]([C:23]([NH:25][C@H:26]([C:34]([NH:36][C@H:37]([C:44]([O:46]C)=O)[CH2:38][C:39]1[N:43]=[CH:42][NH:41][CH:40]=1)=[O:35])[CH2:27][C:28]1[CH:33]=[CH:32][CH:31]=[CH:30][CH:29]=1)=[O:24])[CH2:11][CH2:12][CH2:13][CH2:14][NH:15][C:16]([O:18][C:19]([CH3:22])([CH3:21])[CH3:20])=[O:17])=[O:8])[CH2:3][C:4](=[O:6])[NH2:5].O.[NH2:59][NH2:60]>CO>[NH:1]([C:48]([O:50][CH2:51][C:52]1[CH:57]=[CH:56][CH:55]=[CH:54][CH:53]=1)=[O:49])[C@H:2]([C:7]([NH:9][C@H:10]([C:23]([NH:25][C@H:26]([C:34]([NH:36][C@H:37]([C:44]([NH:59][NH2:60])=[O:46])[CH2:38][C:39]1[N:43]=[CH:42][NH:41][CH:40]=1)=[O:35])[CH2:27][C:28]1[CH:29]=[CH:30][CH:31]=[CH:32][CH:33]=1)=[O:24])[CH2:11][CH2:12][CH2:13][CH2:14][NH:15][C:16]([O:18][C:19]([CH3:20])([CH3:22])[CH3:21])=[O:17])=[O:8])[CH2:3][C:4](=[O:6])[NH2:5] |f:1.2|. Solvent: CO (methanol). The product is N([C@@H](CC(N)=O)C(=O)N[C@@H](CCCCNC(=O)OC(C)(C)C)C(=O)N[C@@H](CC1=CC=CC=C1)C(=O)N[C@@H](CC1=CNC=N1)C(=O)NN)C(=O)OCC1=CC=CC=C1 (Z-Asn-Lys(BOC)-Phe-His-NH-NH2). Starting materials: NC1=C(C(N(C=2N=C(N=CC21)SC)C2CCC2)=O)Br (5-amino-6-bromo-8-cyclobutyl-2-methylsulfanyl-8H-pyrido[2,3-d]pyrimidin-7-one), C1(=CC=CC=C1)B(O)O (phenylboronic acid), C(=O)(O)[O-].[Na+] (NaHCO3), C([O-])([O-])=O.[Cs+].[Cs+] (cesium carbonate). Reagents/catalysts: C=1C=CC(=CC1)[P](C=2C=CC=CC2)(C=3C=CC=CC3)[Pd]([P](C=4C=CC=CC4)(C=5C=CC=CC5)C=6C=CC=CC6)([P](C=7C=CC=CC7)(C=8C=CC=CC8)C=9C=CC=CC9)[P](C=1C=CC=CC1)(C=1C=CC=CC1)C=1C=CC=CC1 (tetrakis(triphenylphosphine)palladium(0)). Run in C1(=CC=CC=C1)C (toluene), CCO (EtOH). Conditions: temperature 100 celsius. The product is NC1=C(C(N(C=2N=C(N=CC21)SC)C2CCC2)=O)C2=CC=CC=C2 (5-amino-8-cyclobutyl-2-methylsulfanyl-6-phenyl-8H-pyrido[2,3-d]pyrimidin-7-one). The yield is 78.8%. RXN SMILES: [NH2:1][C:2]1[C:11]2[CH:10]=[N:9][C:8]([S:12][CH3:13])=[N:7][C:6]=2[N:5]([CH:14]2[CH2:17][CH2:16][CH2:15]2)[C:4](=[O:18])[C:3]=1Br.[C:20]1(B(O)O)[CH:25]=[CH:24][CH:23]=[CH:22][CH:21]=1.C(=O)([O-])[O-].[Cs+].[Cs+].C([O-])(O)=O.[Na+]>C1(C)C=CC=CC=1.CCO.C1C=CC([P]([Pd]([P](C2C=CC=CC=2)(C2C=CC=CC=2)C2C=CC=CC=2)([P](C2C=CC=CC=2)(C2C=CC=CC=2)C2C=CC=CC=2)[P](C2C=CC=CC=2)(C2C=CC=CC=2)C2C=CC=CC=2)(C2C=CC=CC=2)C2C=CC=CC=2)=CC=1>[NH2:1][C:2]1[C:11]2[CH:10]=[N:9][C:8]([S:12][CH3:13])=[N:7][C:6]=2[N:5]([CH:14]2[CH2:17][CH2:16][CH2:15]2)[C:4](=[O:18])[C:3]=1[C:20]1[CH:25]=[CH:24][CH:23]=[CH:22][CH:21]=1 |f:2.3.4,5.6,^1:53,55,74,93|. Reported procedure: To a mixture of 5-amino-6-bromo-8-cyclobutyl-2-methylsulfanyl-8H-pyrido[2,3-d]pyrimidin-7-one (50 mg, 0.15 mmol), phenylboronic acid (28 mg, 0.22 mmol), tetrakis(triphenylphosphine)palladium(0) (17 mg, 0.015 mmol) in 0.6 mL toluene and 0.6 mL EtOH was added cesium carbonate (0.17 g, 0.52 mmol). The resulting mixture was heated at 100° C. in a microwave reactor for 30 min. The reaction mixture was cooled, NaHCO3 (sat'd aq) added and the mixture extracted with EtOAc (3×20 mL). The combined organic...